Task: describe an organic reaction: reactants, conditions, products, and yield. Dataset: the Open Reaction Database (ORD), a public repository of structured organic reaction records Reactants: COC(=O)C(=O)c1ccc(O)cc1, CN(C)C=O, OCCOC1CCCCC1, [H-], [Na+], Cc1ccc(S(=O)(=O)[O-])cc1. The product is COC(=O)C(=O)c1ccc(OCCOC2CCCCC2)cc1. As a reaction SMILES: [CH3:1][O:2][C:3]([C:4]([c:5]1[cH:6][cH:7][c:8]([OH:11])[cH:9][cH:10]1)=[O:12])=[O:13].[CH3:37][N:38]([CH3:39])[CH:40]=[O:41].[CH:27]1([O:33][CH2:34][CH2:35][OH:36])[CH2:28][CH2:29][CH2:30][CH2:31][CH2:32]1.[H-:14].[Na+:15].[O-:16][S:17]([c:18]1[cH:19][cH:20][c:21]([CH3:22])[cH:23][cH:24]1)(=[O:25])=[O:26]>>[CH3:1][O:2][C:3]([C:4]([c:5]1[cH:6][cH:7][c:8]([O:11][CH2:35][CH2:34][O:33][CH:27]2[CH2:28][CH2:29][CH2:30][CH2:31][CH2:32]2)[cH:9][cH:10]1)=[O:12])=[O:13]. The reactants are [Na] (sodium), C(CC(=O)C)(=O)OCC (ethyl acetoacetate), ClC1=C(OCC(=O)O)C=CC(=C1Cl)C(C=CC1=CC=CC=C1)=O ([2,3-dichloro-4-(1-oxo-3-phenyl-2-propenyl)phenoxy]acetic acid). The solvent is C(C)O (ethanol). Yields the product ClC1=C(OCC(=O)O)C=CC(=C1Cl)C1=CC(CC(C1)C1=CC=CC=C1)=O ([2,3-dichloro-4-(5-phenyl-3-oxo-1-cyclohexen-1-yl)phenoxy]acetic acid). RXN SMILES: [Na].C(OCC)(=O)[CH2:3][C:4]([CH3:6])=[O:5].[Cl:11][C:12]1[C:22]([Cl:23])=[C:21]([C:24](=O)[CH:25]=[CH:26][C:27]2[CH:32]=[CH:31][CH:30]=[CH:29][CH:28]=2)[CH:20]=[CH:19][C:13]=1[O:14][CH2:15][C:16]([OH:18])=[O:17]>C(O)C>[Cl:11][C:12]1[C:22]([Cl:23])=[C:21]([C:24]2[CH2:25][CH:26]([C:27]3[CH:32]=[CH:31][CH:30]=[CH:29][CH:28]=3)[CH2:6][C:4](=[O:5])[CH:3]=2)[CH:20]=[CH:19][C:13]=1[O:14][CH2:15][C:16]([OH:18])=[O:17] |^1:0|. Procedure: To a stirred solution of sodium (1.21 g, 0.0526 mole) in ethanol (150 ml) and ethyl acetoacetate (6.85 g, 0.0526 moles) was added [2,3-dichloro-4-(1-oxo-3-phenyl-2-propenyl)phenoxy]acetic acid (8.7 g, 0.0248 mole)(Step A). The reaction mixture was heated at reflux for 3 hours, then the solvent was distilled at reduced pressure. The residue was dissolved in water, extracted with ether, acidified with hydrochloric acid, extracted with methylene chloride and ethyl acetate, dried over magnesium sulf... The reactants are O1C(OCC1)C1=CC(=CC=C1)O (1-(1,3-dioxolan-2-yl)-3-hydroxybenzene), ClCC1=NC2=CC=CC=C2C=C1 (2-chloromethylquinoline), C([O-])([O-])=O.[Cs+].[Cs+] (cesium carbonate). Reagents/catalysts: [I-].[K+] (potassium iodide). The solvent is CC(=O)C (acetone). Yields the product O1C(OCC1)C=1C=C(OCC2=NC3=CC=CC=C3C=C2)C=CC1 (2-[[3-(1,3-dioxolan-2-yl)phenoxy]methyl]quinoline). The yield is 74.0%. RXN SMILES: [O:1]1[CH2:5][CH2:4][O:3][CH:2]1[C:6]1[CH:11]=[CH:10][CH:9]=[C:8]([OH:12])[CH:7]=1.Cl[CH2:14][C:15]1[CH:24]=[CH:23][C:22]2[C:17](=[CH:18][CH:19]=[CH:20][CH:21]=2)[N:16]=1.C(=O)([O-])[O-].[Cs+].[Cs+]>CC(C)=O.[I-].[K+]>[O:1]1[CH2:5][CH2:4][O:3][CH:2]1[C:6]1[CH:7]=[C:8]([CH:9]=[CH:10][CH:11]=1)[O:12][CH2:14][C:15]1[CH:24]=[CH:23][C:22]2[C:17](=[CH:18][CH:19]=[CH:20][CH:21]=2)[N:16]=1 |f:2.3.4,6.7|. Procedure details: A solution of the ketal of Step A, above, (10 g, 0.06 mol), 2-chloromethylquinoline (10.6 g, 0.06 mol), cesium carbonate (20.0 g, 0.06 mol) and potassium iodide (0.16 g, 0.001 mol) in 250 ml acetone is refluxed 20 hours. The solution is filtered through Celite and silica gel and the solvent is removed in vacuo. The resulting crude solid is recrystallized using 2-propanol to give 13.7 g of crystalline solid (74% yield) m.p. 67°-69° C.